Dataset: the Open Reaction Database (ORD), a public repository of structured organic reaction records. Task: describe an organic reaction: reactants, conditions, products, and yield The reactants are OO (hydrogen peroxide), C1(=CC=CC=C1)N1CNC(C12CCN(CC2)CC2C(C1=CC=C(C=C1CC2)OC)=O)=O (1-Phenyl-8-[(1,2,3,4-tetrahydro-6-methoxy-1-oxo-2-naphthalenyl)methyl]-1,3,8-triazaspiro[4.5]decan-4-one), C([O-])([O-])=O.[K+].[K+] (potassium carbonate), [OH-].[Na+] (sodium hydroxide), C(C)(CC)[BH-](C(C)CC)C(C)CC.[Li+] (lithium tri-sec-butylborohydride). The solvent is O1CCCC1 (tetrahydrofuran), O1CCCC1 (tetrahydrofuran). Conditions: temperature -78 celsius, time 16 hour. Yields the product C1(=CC=CC=C1)N1CNC(C12CCN(CC2)C[C@@H]2[C@@H](C1=CC=C(C=C1CC2)OC)O)=O (1-Phenyl-8-[(cis-1,2,3,4-tetrahydro-1-hydroxy-6-methoxy-2-naphthalenyl)methyl]-1,3,8-triazaspiro[4.5]-decan-4-one). RXN SMILES: [C:1]1([N:7]2[C:11]3([CH2:16][CH2:15][N:14]([CH2:17][CH:18]4[CH2:27][CH2:26][C:25]5[C:20](=[CH:21][CH:22]=[C:23]([O:28][CH3:29])[CH:24]=5)[C:19]4=[O:30])[CH2:13][CH2:12]3)[C:10](=[O:31])[NH:9][CH2:8]2)[CH:6]=[CH:5][CH:4]=[CH:3][CH:2]=1.C([BH-](C(CC)C)C(CC)C)(CC)C.[Li+].[OH-].[Na+].OO.C(=O)([O-])[O-].[K+].[K+]>O1CCCC1>[C:1]1([N:7]2[C:11]3([CH2:16][CH2:15][N:14]([CH2:17][C@H:18]4[CH2:27][CH2:26][C:25]5[C:20](=[CH:21][CH:22]=[C:23]([O:28][CH3:29])[CH:24]=5)[C@H:19]4[OH:30])[CH2:13][CH2:12]3)[C:10](=[O:31])[NH:9][CH2:8]2)[CH:6]=[CH:5][CH:4]=[CH:3][CH:2]=1 |f:1.2,3.4,6.7.8|. Reported procedure: 1-Phenyl-8-[(1,2,3,4-tetrahydro-6-methoxy-1-oxo-2-naphthalenyl)methyl]-1,3,8-triazaspiro[4.5]decan-4-one (5.4 g) dissolved in 60 ml of dry tetrahydrofuran is added dropwise to a flask charged with 2.1 equivalents of a 1 molar tetrahydrofuran solution of lithium tri-sec-butylborohydride which has been cooled to -78° C under an argon atmosphere. The resulting solution is stirred for 16 hours at room temperature. The reaction mixture is treated at 0° C with 15 ml of 3 molar sodium hydroxide followe... Starting materials: ClC=1C(=NC=C(N1)OC)CN1C(=NC=C1)C1=NC(=CC=C1)F (3-chloro-2-[2-(6-fluoro-pyridin-2-yl)-imidazol-1-ylmethyl]-5-methoxy-pyrazine), C(CCC)[Sn](C1=NC=CC=C1)(CCCC)CCCC (2-tributylstannylpyridine). The reagents and catalysts are Cl[Pd]([P](C1=CC=CC=C1)(C2=CC=CC=C2)C3=CC=CC=C3)([P](C4=CC=CC=C4)(C5=CC=CC=C5)C6=CC=CC=C6)Cl (PdCl2(PPh3)2). Solvent: C(Cl)Cl (DCM), C1(=CC=CC=C1)C (toluene). Conditions: temperature 110 celsius. Product: FC1=CC=CC(=N1)C=1N(C=CN1)CC1=NC=C(N=C1C1=NC=CC=C1)OC (2-[2-(6-fluoro-pyridin-2-yl)-imidazol-1-ylmethyl]-5-methoxy-3-pyridin-2-yl-pyrazine). Isolated yield 86.1%. As a reaction SMILES: Cl[C:2]1[C:3]([CH2:10][N:11]2[CH:15]=[CH:14][N:13]=[C:12]2[C:16]2[CH:21]=[CH:20][CH:19]=[C:18]([F:22])[N:17]=2)=[N:4][CH:5]=[C:6]([O:8][CH3:9])[N:7]=1.C([Sn](CCCC)(CCCC)[C:28]1[CH:33]=[CH:32][CH:31]=[CH:30][N:29]=1)CCC>C1(C)C=CC=CC=1.C(Cl)Cl.Cl[Pd](Cl)([P](C1C=CC=CC=1)(C1C=CC=CC=1)C1C=CC=CC=1)[P](C1C=CC=CC=1)(C1C=CC=CC=1)C1C=CC=CC=1>[F:22][C:18]1[N:17]=[C:16]([C:12]2[N:11]([CH2:10][C:3]3[C:2]([C:28]4[CH:33]=[CH:32][CH:31]=[CH:30][N:29]=4)=[N:7][C:6]([O:8][CH3:9])=[CH:5][N:4]=3)[CH:15]=[CH:14][N:13]=2)[CH:21]=[CH:20][CH:19]=1 |^1:54,73|. Procedure: A mixture of 3-chloro-2-[2-(6-fluoro-pyridin-2-yl)-imidazol-1-ylmethyl]-5-methoxy-pyrazine (80 mg, 0.25 mmol), 2-tributylstannylpyridine (138 mg, 0.37 mmol), and PdCl2(PPh3)2 (18 mg, 0.026 mmol) in toluene (10 mL) is heated at 110° C. in a sealed tube for 16 hours. On cooling, the mixture is diluted with DCM (20 mL) and filtered. After the solvent is removed, the residue is purified by PTLC (silica gel; 5% MeOH in DCM) to give 78 mg of 2-[2-(6-fluoro-pyridin-2-yl)-imidazol-1-ylmethyl]-5-methoxy-... Product: C(C)(C)C=1C=C(OC2=CC=C(C#N)C=C2)C=CC1 (4-(3′-isopropylphenoxy)-benzonitrile). The reactants are BrC1=CC=C(C#N)C=C1 (4-bromobenzonitrile), C(C)(C)C=1C=C(C=CC1)O (3-isopropylphenol). RXN SMILES: Br[C:2]1[CH:9]=[CH:8][C:5]([C:6]#[N:7])=[CH:4][CH:3]=1.[CH:10]([C:13]1[CH:14]=[C:15]([OH:19])[CH:16]=[CH:17][CH:18]=1)([CH3:12])[CH3:11]>>[CH:10]([C:13]1[CH:14]=[C:15]([CH:16]=[CH:17][CH:18]=1)[O:19][C:2]1[CH:9]=[CH:8][C:5]([C:6]#[N:7])=[CH:4][CH:3]=1)([CH3:12])[CH3:11]. Reported procedure: Use a method similar to Preparation 32 (Step 1), using 4-bromobenzonitrile (2.0 g, 11.3 mmol) and 3-isopropylphenol (3.08 g, 22.6 mmol) to give 4-(3′-isopropylphenoxy)-benzonitrile (885 mg, 33%). MS (ES+) m/z: 255 (M+NH4)+. Yield: 33.0%.